From a dataset of the Open Reaction Database (ORD), a public repository of structured organic reaction records. describe an organic reaction: reactants, conditions, products, and yield Starting materials: CCO, CO, COC(=O)C12CCC(c3ccc(C4=Nc5c(N)ncnc5OC4(C)C)cc3)(CC1)CC2, [Na+], [OH-]. Yields the product CC1(C)Oc2ncnc(N)c2N=C1c1ccc(C23CCC(C(=O)O)(CC2)CC3)cc1. Reaction SMILES: [CH3:34][CH2:35][OH:36].[CH3:37][OH:38].[NH2:1][c:2]1[n:3][cH:4][n:5][c:6]2[c:11]1[N:10]=[C:9]([c:12]1[cH:13][cH:14][c:15]([C:18]34[CH2:19][CH2:20][C:21]([C:26](=[O:27])[O:28][CH3:29])([CH2:22][CH2:23]3)[CH2:24][CH2:25]4)[cH:16][cH:17]1)[C:8]([CH3:30])([CH3:31])[O:7]2.[Na+:33].[OH-:32]>>[NH2:1][c:2]1[n:3][cH:4][n:5][c:6]2[c:11]1[N:10]=[C:9]([c:12]1[cH:13][cH:14][c:15]([C:18]34[CH2:19][CH2:20][C:21]([C:26](=[O:27])[OH:28])([CH2:22][CH2:23]3)[CH2:24][CH2:25]4)[cH:16][cH:17]1)[C:8]([CH3:30])([CH3:31])[O:7]2. The reactants are aldehyde, C(CCC)[Li] (n-butyl lithium), C(CC(=O)C)(=O)OC (methyl acetoacetate), [H-].[Na+] (NaH), CCCCCC (hexane). Run in O1CCCC1 (tetrahydrofuran), CC=1C=C(C=O)C=CC1 (3-methylbenzaldehyde). Run at temperature 0 celsius, time 10 minute. Product: OC1=CC(OC(C1)C1=CC(=CC=C1)C)=O (5,6-Dihydro-4-hydroxy-6-(3-methylphenyl)- 2H-pyran-2-one), solid. Reaction SMILES: [C:1]([O:7][CH3:8])(=[O:6])[CH2:2][C:3]([CH3:5])=[O:4].[H-].[Na+].[CH2:11]([Li])[CH2:12][CH2:13][CH3:14].[CH3:16][CH2:17][CH2:18]CCC>CC1C=C(C=CC=1)C=O.O1CCCC1>[OH:4][C:3]1[CH2:5][CH:8]([C:11]2[CH:18]=[CH:17][CH:16]=[C:13]([CH3:14])[CH:12]=2)[O:7][C:1](=[O:6])[CH:2]=1 |f:1.2|. Procedure details: The title compound was prepared as described in General Method 1 using 2.0 mL of methyl acetoacetate, 0.8 g of NaH 60% dispersion in oil, 10 mL of 2.0M n-butyl lithium in hexane, 2.6 mL of 3-methylbenzaldehyde and 100 mL of tetrahydrofuran. After addition of the aldehyde, the reaction was stirred for 10 minutes at 0° C. then allowed to warm to room temperature overnight. The crude product was triturated from diethyl ether to afford a solid (m.p. 137°-138° C.). 1H NMR (CDCl3) δ 2.38 (s, 3 H), 2.8...